From a dataset of the Open Reaction Database (ORD), a public repository of structured organic reaction records. describe an organic reaction: reactants, conditions, products, and yield Starting materials: CCOCCN(c1cccc2cc(C(N)=O)[nH]c12)S(=O)(=O)c1cccs1, COc1ccc(P2(=S)SP(=S)(c3ccc(OC)cc3)S2)cc1, C1CCOC1. The product is CCOCCN(c1cccc2cc(C(N)=S)[nH]c12)S(=O)(=O)c1cccs1. Reaction SMILES: [CH2:1]([CH3:2])[O:3][CH2:4][CH2:5][N:6]([c:7]1[cH:8][cH:9][cH:10][c:11]2[cH:12][c:13]([C:16](=[O:17])[NH2:18])[nH:14][c:15]12)[S:19](=[O:20])(=[O:21])[c:22]1[s:23][cH:24][cH:25][cH:26]1.[CH3:27][O:28][c:29]1[cH:30][cH:31][c:32]([P:33]2(=[S:36])[S:34][P:35]([c:37]3[cH:38][cH:39][c:40]([O:41][CH3:42])[cH:43][cH:44]3)(=[S:45])[S:46]2)[cH:47][cH:48]1.[O:49]1[CH2:50][CH2:51][CH2:52][CH2:53]1>>[CH2:1]([CH3:2])[O:3][CH2:4][CH2:5][N:6]([c:7]1[cH:8][cH:9][cH:10][c:11]2[cH:12][c:13]([C:16]([NH2:18])=[S:36])[nH:14][c:15]12)[S:19](=[O:20])(=[O:21])[c:22]1[s:23][cH:24][cH:25][cH:26]1. Reactants: Cl.CC(COC(=O)CN(C1=CC2=C(N(C(=N2)CC2=CC=C(C(=N)N)C=C2)C)C=C1)S(=O)(=O)C=1C=CC=C2C=CC=NC12)C (4-[(5-(N-(2-methylpropyloxycarbonylmethyl)-quinolin-8-yl-sulphonylamino)-1-methyl-1H-benzimidazol-2-yl)-methyl]-benzamidine-hydrochloride), ClC(=O)OC (methyl chloroformate). Run in CC(=O)C.O (acetone water). Product: CC(COC(=O)CN(C1=CC2=C(N(C(=N2)CC2=CC=C(C(=NC(=O)OC)N)C=C2)C)C=C1)S(=O)(=O)C=1C=CC=C2C=CC=NC12)C (4-[(5-(N-(2-methyl-propyloxycarbonylmethyl)-quinolin-8-yl-sulphonylamino)-1-methyl-1H-benzimidazol-2-yl)-methyl]-N'-methoxycarbonyl-benzamidine). RXN SMILES: Cl.[CH3:2][CH:3]([CH3:43])[CH2:4][O:5][C:6]([CH2:8][N:9]([S:30]([C:33]1[CH:34]=[CH:35][CH:36]=[C:37]2[C:42]=1[N:41]=[CH:40][CH:39]=[CH:38]2)(=[O:32])=[O:31])[C:10]1[CH:29]=[CH:28][C:13]2[N:14]([CH3:27])[C:15]([CH2:17][C:18]3[CH:26]=[CH:25][C:21]([C:22]([NH2:24])=[NH:23])=[CH:20][CH:19]=3)=[N:16][C:12]=2[CH:11]=1)=[O:7].Cl[C:45]([O:47][CH3:48])=[O:46]>CC(C)=O.O>[CH3:2][CH:3]([CH3:43])[CH2:4][O:5][C:6]([CH2:8][N:9]([S:30]([C:33]1[CH:34]=[CH:35][CH:36]=[C:37]2[C:42]=1[N:41]=[CH:40][CH:39]=[CH:38]2)(=[O:32])=[O:31])[C:10]1[CH:29]=[CH:28][C:13]2[N:14]([CH3:27])[C:15]([CH2:17][C:18]3[CH:19]=[CH:20][C:21]([C:22]([NH2:24])=[N:23][C:45]([O:47][CH3:48])=[O:46])=[CH:25][CH:26]=3)=[N:16][C:12]=2[CH:11]=1)=[O:7] |f:0.1,3.4|. Reported procedure: Prepared analogously to Example 97 from 4-[(5-(N-(2-methylpropyloxycarbonylmethyl)-quinolin-8-yl-sulphonylamino)-1-methyl-1H-benzimidazol-2-yl)-methyl]-benzamidine-hydrochloride and methyl chloroformate in acetone/water. Reactants: C(C1=CC=CC=C1)N1CC(C(C(C1)CCC)C1=CC=C(C=C1)F)O ((3RS,4RS,5SR)-1-benzyl-4-(4-fluoro-phenyl)-5-propyl-piperidin-3-ol), C(C1=CC=CC=C1)OC1=CC(=CC2=CC=CC=C12)CCl (1-benzyloxy-3-chloromethyl-naphthalene). The product is C(C1=CC=CC=C1)N1CC(C(C(C1)CCC)C1=CC=C(C=C1)F)OCC1=CC2=CC=CC=C2C(=C1)OCC1=CC=CC=C1 ((3RS,4RS,5SR)-1-benzyl-3-(4-benzyloxy-naphthalen-2-ylmethoxy)-4-(4-fluoro-phenyl)-5-propyl-piperidine). RXN SMILES: [CH2:1]([N:8]1[CH2:13][CH:12]([CH2:14][CH2:15][CH3:16])[CH:11]([C:17]2[CH:22]=[CH:21][C:20]([F:23])=[CH:19][CH:18]=2)[CH:10]([OH:24])[CH2:9]1)[C:2]1[CH:7]=[CH:6][CH:5]=[CH:4][CH:3]=1.[CH2:25]([O:32][C:33]1[C:42]2[C:37](=[CH:38][CH:39]=[CH:40][CH:41]=2)[CH:36]=[C:35]([CH2:43]Cl)[CH:34]=1)[C:26]1[CH:31]=[CH:30][CH:29]=[CH:28][CH:27]=1>>[CH2:1]([N:8]1[CH2:13][CH:12]([CH2:14][CH2:15][CH3:16])[CH:11]([C:17]2[CH:22]=[CH:21][C:20]([F:23])=[CH:19][CH:18]=2)[CH:10]([O:24][CH2:43][C:35]2[CH:34]=[C:33]([O:32][CH2:25][C:26]3[CH:31]=[CH:30][CH:29]=[CH:28][CH:27]=3)[C:42]3[C:37](=[CH:38][CH:39]=[CH:40][CH:41]=3)[CH:36]=2)[CH2:9]1)[C:2]1[CH:3]=[CH:4][CH:5]=[CH:6][CH:7]=1. Procedure: In an analogous manner to that described in Example 62(h), by alkylating (3RS,4RS,5SR)-1-benzyl-4-(4-fluoro-phenyl)-5-propyl-piperidin-3-ol with 1-benzyloxy-3-chloromethyl-naphthalene there was obtained (3RS,4RS,5SR)-1-benzyl-3-(4-benzyloxy-naphthalen-2-ylmethoxy)-4-(4-fluoro-phenyl)-5-propyl-piperidine as a yellow resin, MS (ISP): 574 (M+H)+. The reactants are CCOC(=O)CP(=O)(OCC)OCC, C1CCOC1, O=CC=Cc1c(F)cccc1F, [H-], [Na+]. Product: CCOC(=O)C=CC=Cc1c(F)cccc1F. As a reaction SMILES: [CH2:1]([O:2][P:3]([O:4][CH2:5][CH3:6])(=[O:7])[CH2:9][C:10](=[O:11])[O:12][CH2:13][CH3:14])[CH3:8].[CH2:29]1[O:30][CH2:31][CH2:32][CH2:33]1.[F:17][c:18]1[c:19]([CH:25]=[CH:26][CH:27]=[O:28])[c:20]([F:24])[cH:21][cH:22][cH:23]1.[H-:15].[Na+:16]>>[CH:9]([C:10](=[O:11])[O:12][CH2:13][CH3:14])=[CH:27][CH:26]=[CH:25][c:19]1[c:18]([F:17])[cH:23][cH:22][cH:21][c:20]1[F:24]. Reactants: C(C)(=O)[O-].[NH4+] (ammonium acetate), C(C1=CC=CC=C1)N1CCC(CC1)=O (1-benzyl-4-piperidone), N1CCCC1 (pyrrolidine), C(C)OC=C(C#N)C#N (ethoxymethylenemalononitrile), O1CCOCC1 (dioxane). Run in C1(=CC=CC=C1)C (toluene). Run at time 1 hour. Yields the product COC1=NC(=NC2=C1C=CN2)N.C(C1=CC=CC=C1)N1CC=2C=C(C=NC2CC1)C#N (2-amine 6-benzyl-5,6,7,8-tetrahydro-1,6-naphthyridine-3-carbonitrile). Isolated yield 49.0%. RXN SMILES: [CH2:1]([N:8]1[CH2:13][CH2:12][C:11](=O)[CH2:10][CH2:9]1)[C:2]1[CH:7]=[CH:6][CH:5]=[CH:4][CH:3]=1.[NH:15]1[CH2:19][CH2:18][CH2:17][CH2:16]1.C(O[CH:23]=[C:24]([C:27]#[N:28])[C:25]#[N:26])C.C([O-])(=O)C.[NH4+:33].[O:34]1[CH2:39]COC[CH2:35]1>C1(C)C=CC=CC=1>[CH3:35][O:34][C:39]1[C:18]2[CH:17]=[CH:16][NH:15][C:19]=2[N:26]=[C:13]([NH2:8])[N:33]=1.[CH2:1]([N:8]1[CH2:13][CH2:12][C:11]2[N:26]=[CH:25][C:24]([C:27]#[N:28])=[CH:23][C:10]=2[CH2:9]1)[C:2]1[CH:7]=[CH:6][CH:5]=[CH:4][CH:3]=1 |f:3.4,7.8|. Reported procedure: A solution of 1-benzyl-4-piperidone (26.8 g, 0.14 mole) and pyrrolidine (20 g, 0.28 mole) in toluene (300 ml) is refluxed for 4 hours with distilling off water. The reaction solution is concentrated to dryness under reduced pressure, and to the residue is added anhydrous dioxane (300 ml). To the mixture is added dropwise gradually with stirring a solution of ethoxymethylenemalononitrile (19 g, 0.16 mole) in anhydrous dioxane (40 ml) under ice-cooling. The mixture is warmed to room temperature, a...